This data is from the Open Reaction Database (ORD), a public repository of structured organic reaction records. The task is: describe an organic reaction: reactants, conditions, products, and yield Product: [Br-], c1ccc(Oc2cccc(CCC[P+](c3ccccc3)(c3ccccc3)c3ccccc3)c2)cc1. As a reaction SMILES: [CH3:37][C:38]#[N:39].[O:1]([c:2]1[cH:3][cH:4][cH:5][cH:6][cH:7]1)[c:8]1[cH:9][c:10]([CH2:14][CH2:15][CH2:16][Br:17])[cH:11][cH:12][cH:13]1.[c:18]1([P:24]([c:25]2[cH:26][cH:27][cH:28][cH:29][cH:30]2)[c:31]2[cH:32][cH:33][cH:34][cH:35][cH:36]2)[cH:19][cH:20][cH:21][cH:22][cH:23]1>>[Br-:17].[O:1]([c:2]1[cH:3][cH:4][cH:5][cH:6][cH:7]1)[c:8]1[cH:9][c:10]([CH2:14][CH2:15][CH2:16][P+:24]([c:18]2[cH:19][cH:20][cH:21][cH:22][cH:23]2)([c:25]2[cH:26][cH:27][cH:28][cH:29][cH:30]2)[c:31]2[cH:32][cH:33][cH:34][cH:35][cH:36]2)[cH:11][cH:12][cH:13]1. Starting materials: CC#N, BrCCCc1cccc(Oc2ccccc2)c1, c1ccc(P(c2ccccc2)c2ccccc2)cc1. The reactants are BrC=1C(=NN(C1C#N)C)C1=C(C=C(C=C1)OC)F (4-bromo-3-(2-fluoro-4-methoxyphenyl)-1-methyl-1H-pyrazole-5-carbonitrile), C(CCC)[Sn](C1=C(SC=C1C)C)(CCCC)CCCC (tributyl(2,4-dimethylthiophen-3-yl)stannane), C1(=C(C=CC=C1)P(C1=C(C=CC=C1)C)C1=C(C=CC=C1)C)C (trio-tolylphosphine). Reagents/catalysts: C=1C=CC(=CC1)/C=C/C(=O)/C=C/C2=CC=CC=C2.C=1C=CC(=CC1)/C=C/C(=O)/C=C/C2=CC=CC=C2.C=1C=CC(=CC1)/C=C/C(=O)/C=C/C2=CC=CC=C2.[Pd].[Pd] (Pd2(dba)3). The solvent is CN(C)C=O (DMF). Conditions: temperature 85 celsius. The product is CC=1SC=C(C1C=1C(=NN(C1C#N)C)C1=C(C=C(C=C1)OC)F)C (4-(2,4-dimethylthiophen-3-yl)-3-(2-fluoro-4-methoxyphenyl)-1-methyl-1H-pyrazole-5-carbonitrile). Yield: 31.1%. Reaction SMILES: Br[C:2]1[C:3]([C:10]2[CH:15]=[CH:14][C:13]([O:16][CH3:17])=[CH:12][C:11]=2[F:18])=[N:4][N:5]([CH3:9])[C:6]=1[C:7]#[N:8].C([Sn](CCCC)(CCCC)[C:24]1[C:28]([CH3:29])=[CH:27][S:26][C:25]=1[CH3:30])CCC.C1(C)C=CC=CC=1P(C1C=CC=CC=1C)C1C=CC=CC=1C>C1C=CC(/C=C/C(/C=C/C2C=CC=CC=2)=O)=CC=1.C1C=CC(/C=C/C(/C=C/C2C=CC=CC=2)=O)=CC=1.C1C=CC(/C=C/C(/C=C/C2C=CC=CC=2)=O)=CC=1.[Pd].[Pd].CN(C=O)C>[CH3:30][C:25]1[S:26][CH:27]=[C:28]([CH3:29])[C:24]=1[C:2]1[C:3]([C:10]2[CH:15]=[CH:14][C:13]([O:16][CH3:17])=[CH:12][C:11]=2[F:18])=[N:4][N:5]([CH3:9])[C:6]=1[C:7]#[N:8] |f:3.4.5.6.7|. Procedure details: 4-bromo-3-(2-fluoro-4-methoxyphenyl)-1-methyl-1H-pyrazole-5-carbonitrile (49 mg, 0.16 mmol), tributyl(2,4-dimethylthiophen-3-yl)stannane (82.24 mg, 0.20 mmol), Pd2(dba)3 (14.44 mg, 0.02 mmol) and trio-tolylphosphine (9.6 mg, 0.03 mmol) were mixed with 1.5 mL DMF and the mixture was degassed under nitrogen in a vial. The vial was sealed and the reaction was heated at 85° C. over night. Water was added, the mixture was extracted with CH2Cl2 and the organic layer was concentrated. The crude product...